The task is: describe an organic reaction: reactants, conditions, products, and yield. This data is from the Open Reaction Database (ORD), a public repository of structured organic reaction records. Starting materials: OB(O)c1ccc(F)c(F)c1, [Na+], [Na+], O=C([O-])[O-], CN(C)C=O, O, O=C(Nc1cccc2c1CC(O)CC2)c1ccc(I)cc1, c1ccc(P(c2ccccc2)(c2ccccc2)[Pd](P(c2ccccc2)(c2ccccc2)c2ccccc2)(P(c2ccccc2)(c2ccccc2)c2ccccc2)P(c2ccccc2)(c2ccccc2)c2ccccc2)cc1. Yields the product O=C(Nc1cccc2c1CC(O)CC2)c1ccc(-c2ccc(F)c(F)c2)cc1. As a reaction SMILES: [F:27][c:28]1[cH:29][c:30]([B:35]([OH:36])[OH:37])[cH:31][cH:32][c:33]1[F:34].[Na+:38].[Na+:39].[O-:40][C:41](=[O:42])[O-:43].[O:22]=[CH:23][N:24]([CH3:25])[CH3:26].[OH2:121].[OH:1][CH:2]1[CH2:3][CH2:4][c:5]2[cH:6][cH:7][cH:8][c:9]([NH:12][C:13]([c:14]3[cH:15][cH:16][c:17]([I:20])[cH:18][cH:19]3)=[O:21])[c:10]2[CH2:11]1.[cH:44]1[cH:45][cH:46][c:47]([P:48]([Pd:49]([P:50]([c:51]2[cH:52][cH:53][cH:54][cH:55][cH:56]2)([c:57]2[cH:58][cH:59][cH:60][cH:61][cH:62]2)[c:63]2[cH:64][cH:65][cH:66][cH:67][cH:68]2)([P:69]([c:70]2[cH:71][cH:72][cH:73][cH:74][cH:75]2)([c:76]2[cH:77][cH:78][cH:79][cH:80][cH:81]2)[c:82]2[cH:83][cH:84][cH:85][cH:86][cH:87]2)[P:88]([c:89]2[cH:90][cH:91][cH:92][cH:93][cH:94]2)([c:95]2[cH:96][cH:97][cH:98][cH:99][cH:100]2)[c:101]2[cH:102][cH:103][cH:104][cH:105][cH:106]2)([c:107]2[cH:108][cH:109][cH:110][cH:111][cH:112]2)[c:113]2[cH:114][cH:115][cH:116][cH:117][cH:118]2)[cH:119][cH:120]1>>[OH:1][CH:2]1[CH2:3][CH2:4][c:5]2[cH:6][cH:7][cH:8][c:9]([NH:12][C:13]([c:14]3[cH:15][cH:16][c:17](-[c:30]4[cH:29][c:28]([F:27])[c:33]([F:34])[cH:32][cH:31]4)[cH:18][cH:19]3)=[O:21])[c:10]2[CH2:11]1. Starting materials: ClC1=C(C(=NC(=C1)C1=C(C=CC=C1)C(F)(F)F)N)[N+](=O)[O-] (4-chloro-3-nitro-6-(2-trifluoromethyl-phenyl)-pyridin-2-ylamine), [H-].[Na+] (NaH), C(C)(C)(C)C1=NOC(=C1)C(=O)O (3-tert-butyl-isoxazole-5-carboxylic acid), C(C(=O)Cl)(=O)Cl (oxalyl chloride). Reagents/catalysts: CN(C)C=O (DMF). Solvent: C1CCOC1 (THF), C(Cl)Cl (DCM). Conditions: time 1 hour. Product: ClC1=C(C(=NC(=C1)C1=C(C=CC=C1)C(F)(F)F)NC(=O)C1=CC(=NO1)C(C)(C)C)[N+](=O)[O-] (3-tert-butyl-isoxazole-5-carboxylic acid [4-chloro-3-nitro-6-(2-trifluoromethyl-phenyl)-pyridin-2-yl]-amide). Reaction SMILES: [Cl:1][C:2]1[CH:7]=[C:6]([C:8]2[CH:13]=[CH:12][CH:11]=[CH:10][C:9]=2[C:14]([F:17])([F:16])[F:15])[N:5]=[C:4]([NH2:18])[C:3]=1[N+:19]([O-:21])=[O:20].[H-].[Na+].[C:24]([C:28]1[CH:32]=[C:31]([C:33](O)=[O:34])[O:30][N:29]=1)([CH3:27])([CH3:26])[CH3:25].C(Cl)(=O)C(Cl)=O>C1COCC1.C(Cl)Cl.CN(C=O)C>[Cl:1][C:2]1[CH:7]=[C:6]([C:8]2[CH:13]=[CH:12][CH:11]=[CH:10][C:9]=2[C:14]([F:15])([F:17])[F:16])[N:5]=[C:4]([NH:18][C:33]([C:31]2[O:30][N:29]=[C:28]([C:24]([CH3:27])([CH3:26])[CH3:25])[CH:32]=2)=[O:34])[C:3]=1[N+:19]([O-:21])=[O:20] |f:1.2|. Procedure: A solution of 4-chloro-3-nitro-6-(2-trifluoromethyl-phenyl)-pyridin-2-ylamine (100 mg, 0.315 mmol, prepared as described in Example 1, Step B above) in THF (10 mL) was treated with NaH (37.8 mg, 0.944 mmol, 60% dispersion in oil), and the mixture was allowed to stir at room temperature for 1 h. Simultaneously, a solution of 3-tert-butyl-isoxazole-5-carboxylic acid (69.2 mg, 0.409 mmol, prepared as described in Example I above) in DCM (10 mL) was treated with oxalyl chloride (35.7 μL, 0.409 mmol)... Reactants: OC1=CC(=C2[C@@]3(CC[C@H]4C(CCC[C@@]4([C@H]3CS(C2=C1)(=O)=O)C)(C)C)C)C(=O)N1CCN(CC1)C(=O)OC(C)(C)C (tert-butyl 4-{[(1R,10R,11S,16S)-5-hydroxy-1,11,15,15-tetramethyl-8,8-dioxo-8λ6-thiatetracyclo[8.8.0.02,7.011,16]octadeca-2,4,6-trien-3-yl]carbonyl}piperazine-1-carboxylate), FC(C(=O)O)(F)F (trifluoroacetic acid). Solvent: C(Cl)Cl (CH2Cl2). Conditions: time 18 hour. Yields the product OC1=CC(=C2[C@@]3(CC[C@H]4C(CCC[C@@]4([C@H]3CS(C2=C1)(=O)=O)C)(C)C)C)C(=O)N1CCNCC1 ((1R,10R,11S,16S)-5-hydroxy-1,11,15,15-tetramethyl-3-[(piperazin-1-yl)carbonyl]-8λ6-thiatetracyclo[8.8.0.02,7.011,16]octadeca-2,4,6-triene-8,8-dione). Isolated yield 55.0%. As a reaction SMILES: [OH:1][C:2]1[CH:19]=[C:18]2[C:5]([C@@:6]3([CH3:25])[C@H:15]([CH2:16][S:17]2(=[O:21])=[O:20])[C@:14]2([CH3:22])[C@H:9]([C:10]([CH3:24])([CH3:23])[CH2:11][CH2:12][CH2:13]2)[CH2:8][CH2:7]3)=[C:4]([C:26]([N:28]2[CH2:33][CH2:32][N:31](C(OC(C)(C)C)=O)[CH2:30][CH2:29]2)=[O:27])[CH:3]=1.FC(F)(F)C(O)=O>C(Cl)Cl>[OH:1][C:2]1[CH:19]=[C:18]2[C:5]([C@@:6]3([CH3:25])[C@H:15]([CH2:16][S:17]2(=[O:21])=[O:20])[C@:14]2([CH3:22])[C@H:9]([C:10]([CH3:23])([CH3:24])[CH2:11][CH2:12][CH2:13]2)[CH2:8][CH2:7]3)=[C:4]([C:26]([N:28]2[CH2:29][CH2:30][NH:31][CH2:32][CH2:33]2)=[O:27])[CH:3]=1. Reported procedure: A mixture of tert-butyl 4-{[(1R,10R,11S,16S)-5-hydroxy-1,11,15,15-tetramethyl-8,8-dioxo-8λ6-thiatetracyclo[8.8.0.02,7.011,16]octadeca-2,4,6-trien-3-yl]-carbonyl}piperazine-1-carboxylate (99) (0.13 g, 0.23 mmol) and trifluoroacetic acid (1.0 mL, 13 mmol) in CH2Cl2 (10 mL) was stirred at room temperature under N2 for 18 h. The mixture was concentrated under reduced pressure, and basified with Et3N, dissolved in EtOAc and washed with water. The organic layer was separated and concentrated to drynes...